Dataset: the Open Reaction Database (ORD), a public repository of structured organic reaction records. Task: describe an organic reaction: reactants, conditions, products, and yield Starting materials: C(C)OC(=O)C=1C(C=2C=C3C(=NC2N(C1)C)C(=C(C(=C3)F)N3CC(NCC3)C3=CC=C(C=C3)OC)F)=O ((RS)-3-ethoxycarbonyl-7,9-difluoro-8-[3-(4-methoxyphenyl)-1-piperazinyl]-1-methyl-4-oxo-1,4-dihydrobenzo[b][1,8]naphthyridine). Solvent: [OH-].[K+] (potassium hydroxide), C(C)O (ethanol). Product: FC1=CC=2C(=NC=3N(C=C(C(C3C2)=O)C(=O)O)C)C(=C1N1CC(NCC1)C1=CC=C(C=C1)OC)F ((RS)-7,9-difluoro-8-[3-(4-methoxyphenyl)-1-piperazinyl]-1-methyl-4-oxo-1,4-dihydrobenzo[b][1,8]naphthyridine-3-carboxylic acid). Isolated yield 75.6%. RXN SMILES: C([O:3][C:4]([C:6]1[C:7](=[O:37])[C:8]2[CH:9]=[C:10]3[CH:20]=[C:19]([F:21])[C:18]([N:22]4[CH2:27][CH2:26][NH:25][CH:24]([C:28]5[CH:33]=[CH:32][C:31]([O:34][CH3:35])=[CH:30][CH:29]=5)[CH2:23]4)=[C:17]([F:36])[C:11]3=[N:12][C:13]=2[N:14]([CH3:16])[CH:15]=1)=[O:5])C>[OH-].[K+].C(O)C>[F:21][C:19]1[C:18]([N:22]2[CH2:27][CH2:26][NH:25][CH:24]([C:28]3[CH:33]=[CH:32][C:31]([O:34][CH3:35])=[CH:30][CH:29]=3)[CH2:23]2)=[C:17]([F:36])[C:11]2=[N:12][C:13]3[N:14]([CH3:16])[CH:15]=[C:6]([C:4]([OH:5])=[O:3])[C:7](=[O:37])[C:8]=3[CH:9]=[C:10]2[CH:20]=1 |f:1.2|. Procedure: (RS)-7,9-Difluoro-8-[3-(4-methoxyphenyl)-1-piperazinyl]-1-methyl-4-oxo-1,4-dihydrobenzo [b][1,8]naphthyridine-3-carboxylic acid was prepared under conditions similar to Example 39, starting with (RS)-3-ethoxycarbonyl-7,9-difluoro-8-[3-(4-methoxyphenyl)-1-piperazinyl]-1-methyl-4-oxo-1,4-dihydrobenzo[b][1,8]naphthyridine (2.8 g) in N aqueous potassium hydroxide (24 cc) and ethanol (25 cc). (RS)-7,9-difluoro-8-[3-(4-methoxyphenyl)-1-piperazinyl]-1-methyl-4-oxo-1,4-dihydrobenzo[b][1,8]naphthyridine-... Reagents/catalysts: [OH-].[Pd+2].[OH-].[C] (palladium hydroxide carbon). Product: NC1=C(C=C(OC2=CC(=NC=C2)NC(=O)N2CCC(CC2)N2CC(C2)N(C)C)C=C1)F (4-[3-(dimethylamino)azetidin-1-yl]piperidine-1-carboxylic acid [4-(4-amino-3-fluorophenoxy)pyridin-2-yl]amide). Solvent: O1CCCC1 (tetrahydrofuran). The reactants are CN(C1CN(C1)C1CCN(CC1)C(=O)NC1=NC=CC(=C1)OC1=CC(=C(C=C1)NC(OCC1=CC=CC=C1)=O)F)C (benzyl {4-[2-({4-[3-(dimethylamino)azetidin-1-yl]piperidine-1-carbonyl}amino)pyridin-4-yloxy]-2-fluorophenyl}carbamate). Conditions: time 8 hour. As a reaction SMILES: [CH3:1][N:2]([CH3:41])[CH:3]1[CH2:6][N:5]([CH:7]2[CH2:12][CH2:11][N:10]([C:13]([NH:15][C:16]3[CH:21]=[C:20]([O:22][C:23]4[CH:28]=[CH:27][C:26]([NH:29]C(=O)OCC5C=CC=CC=5)=[C:25]([F:40])[CH:24]=4)[CH:19]=[CH:18][N:17]=3)=[O:14])[CH2:9][CH2:8]2)[CH2:4]1>O1CCCC1.[OH-].[Pd+2].[OH-].[C]>[NH2:29][C:26]1[CH:27]=[CH:28][C:23]([O:22][C:20]2[CH:19]=[CH:18][N:17]=[C:16]([NH:15][C:13]([N:10]3[CH2:11][CH2:12][CH:7]([N:5]4[CH2:6][CH:3]([N:2]([CH3:41])[CH3:1])[CH2:4]4)[CH2:8][CH2:9]3)=[O:14])[CH:21]=2)=[CH:24][C:25]=1[F:40] |f:2.3.4.5|. Procedure details: After adding 20% palladium hydroxide-carbon (50 mg) to a solution of benzyl {4-[2-({4-[3-(dimethylamino)azetidin-1-yl]piperidine-1-carbonyl}amino)pyridin-4-yloxy]-2-fluorophenyl}carbamate (135 mg) in tetrahydrofuran (10.0 ml), the mixture was stirred for 8 hours at room temperature under a hydrogen atmosphere. The catalyst was filtered and the filtrate was concentrated to 3 ml of solvent to provide a crude product of 4-[3-(dimethylamino)azetidin-1-yl]piperidine-1-carboxylic acid [4-(4-amino-3-fl... Starting materials: O=C1NN=C(C2=CC=CC=C12)CC(=O)OCC (ethyl 4-oxo-3H-phthalazin-1-ylacetate), CC(C)([O-])C.[K+] (potassium t-butoxide), BrC1=C(NC(CCl)=O)C=C(C=C1)C(F)(F)F (2'-bromo-5'-trifluoromethyl-2-chloroacetanilide). The solvent is CN(C=O)C (dimethylformamide), CN(C=O)C (dimethylformamide). Conditions: time 8 hour. Product: C(C)OC(CC1=NN(C(C2=CC=CC=C12)=O)CC(=O)NC1=C(C=CC(=C1)C(F)(F)F)Br)=O (3-[2-[N-[2-Bromo-5-(trifluoromethyl)phenyl]-amino]-2-oxoethyl]-3, 4-dihydro-4-oxo-1-phthalazineacetic acid ethyl ester). As a reaction SMILES: [O:1]=[C:2]1[C:11]2[C:6](=[CH:7][CH:8]=[CH:9][CH:10]=2)[C:5]([CH2:12][C:13]([O:15][CH2:16][CH3:17])=[O:14])=[N:4][NH:3]1.CC(C)([O-])C.[K+].[Br:24][C:25]1[CH:35]=[CH:34][C:33]([C:36]([F:39])([F:38])[F:37])=[CH:32][C:26]=1[NH:27][C:28](=[O:31])[CH2:29]Cl>CN(C)C=O>[CH2:16]([O:15][C:13](=[O:14])[CH2:12][C:5]1[C:6]2[C:11](=[CH:10][CH:9]=[CH:8][CH:7]=2)[C:2](=[O:1])[N:3]([CH2:29][C:28]([NH:27][C:26]2[CH:32]=[C:33]([C:36]([F:37])([F:38])[F:39])[CH:34]=[CH:35][C:25]=2[Br:24])=[O:31])[N:4]=1)[CH3:17] |f:1.2|. Procedure: To a solution of ethyl 4-oxo-3H-phthalazin-1-ylacetate (3.36 g) and potassium t-butoxide (1.62 g) in dimethylformamide (15 ml) was slowly added a solution of 2'-bromo-5'-trifluoromethyl-2-chloroacetanilide (4.55 g) in dimethylformamide (15). After stirring the resulting solution overnight at room temperature, it was poured onto water (50 ml) and the resulting white precipitate was collected and air dried (yield 4.3 g; m.p. 160° C.). Starting materials: COC(=O)c1cccc2c1c1c(O)cccc1n2Cc1ccccc1Cc1ccccc1, C1CCOC1, CCOC(C)=O, Cl, [NH4+], [OH-]. Yields the product NC(=O)c1cccc2c1c1c(O)cccc1n2Cc1ccccc1Cc1ccccc1. Reaction SMILES: [CH2:1]([c:2]1[cH:3][cH:4][cH:5][cH:6][cH:7]1)[c:8]1[c:9]([CH2:14][n:15]2[c:16]3[cH:17][cH:18][cH:19][c:20]([C:29]([O:31][CH3:30])=[O:32])[c:21]3[c:22]3[c:23]([OH:28])[cH:24][cH:25][cH:26][c:27]23)[cH:10][cH:11][cH:12][cH:13]1.[CH2:36]1[O:37][CH2:38][CH2:39][CH2:40]1.[CH3:41][CH2:42][O:43][C:44](=[O:45])[CH3:46].[ClH:33].[NH4+:34].[OH-:35]>>[CH2:1]([c:2]1[cH:3][cH:4][cH:5][cH:6][cH:7]1)[c:8]1[c:9]([CH2:14][n:15]2[c:16]3[cH:17][cH:18][cH:19][c:20]([C:29](=[O:31])[NH2:34])[c:21]3[c:22]3[c:23]([OH:28])[cH:24][cH:25][cH:26][c:27]23)[cH:10][cH:11][cH:12][cH:13]1. Starting materials: C1C=C(CC=C1O[Si](C)(C)C(C)(C)C)C. The reagents and catalysts are [O-]P(=O)([O-])[O-].[K+].[K+].[K+]   (1M K3PO4(aq.)), O (water), c1ccc(cc1)-c2c3ccccc3cc4ccccc24 (9-Phenylanthracene), N([C@@H]1[C@@H](NS(c2ccc(cc2)C)(=O)=O)CCCC1)S(c1ccc(cc1)C)(=O)=O (N,N-DTsCHN), C1CC=CCCC=C1.C1CC=CCCC=C1.Cl[Ir].Cl[Ir] ([Ir(COD)Cl]2). Solvent: C(C(F)(F)F)O (a,a,a-Trifluorotoluene). Run at temperature 25 celsius, time 18 hour. The product is C[C@@H]1CCC(=CC1)O[Si](C)(C)C(C)(C)C. RXN SMILES: [CH3:1][C:2]([CH2:7][CH:6]=[C:5]([O:8][Si:9]([C:12]([CH3:15])([CH3:14])[CH3:13])([CH3:11])[CH3:10])[CH2:4]1)=[CH:3]1>>[CH3:1][C@H:2]1[CH2:7][CH:6]=[C:5]([O:8][Si:9]([C:12]([CH3:15])([CH3:14])[CH3:13])([CH3:11])[CH3:10])[CH2:4][CH2:3]1. The reactants are ClC=1C=C(C(=O)O)C=CC1OC(C)C (3-chloro-4-[(1-methylethyl)oxy]benzoic acid), ONC(=N)C=1C=C2C=NNC2=CC1 (N-hydroxy-1H-indazole-5-carboximidamide), CCN=C=NCCCN(C)C.Cl (EDCl), Cl (HCl), C=1C=CC2=C(C1)N=NN2O (HOBT). Run in CN(C)C=O (DMF). Run at time 10 minute. Yields the product ClC=1C=C(C=CC1OC(C)C)C1=NC(=NO1)C=1C=C2C=NNC2=CC1 (5-(5-{3-Chloro-4-[(1-methylethyl)oxy]phenyl}-1,2,4-oxadiazol-3-yl)-1H-indazole). Isolated yield 34.6%. As a reaction SMILES: [Cl:1][C:2]1[CH:3]=[C:4]([CH:8]=[CH:9][C:10]=1[O:11][CH:12]([CH3:14])[CH3:13])[C:5]([OH:7])=O.CCN=C=NCCCN(C)C.Cl.Cl.C1C=CC2N(O)N=NC=2C=1.O[NH:39][C:40]([C:42]1[CH:43]=[C:44]2[C:48](=[CH:49][CH:50]=1)[NH:47][N:46]=[CH:45]2)=[NH:41]>CN(C=O)C>[Cl:1][C:2]1[CH:3]=[C:4]([C:5]2[O:7][N:39]=[C:40]([C:42]3[CH:43]=[C:44]4[C:48](=[CH:49][CH:50]=3)[NH:47][N:46]=[CH:45]4)[N:41]=2)[CH:8]=[CH:9][C:10]=1[O:11][CH:12]([CH3:14])[CH3:13] |f:1.2|. Reported procedure: 3-chloro-4-[(1-methylethyl)oxy]benzoic acid (D3) (712 mg), EDCl.HCl (699 mg) and HOBT (493 mg) were dissolved in DMF (16.5 ml) and stirred at RT for 10 minutes. N-hydroxy-1H-indazole-5-carboximidamide (D2) (584 mg) was added and the mixture heated to 80° C. for 12 hours. The reaction mixture was then cooled to RT and left to stand for the weekend, evaporated to dryness and re-dissolved in H2O. This solution was extracted with EtOAc (×3) and the combined extracts washed with brine, evaporated and... Reactants: O=C1N(C2=C(CO1)C=CC=C2)C2CCN(CC2)C2=CC=C(C(=O)OC(C)(C)C)C=C2 (1,1-Dimethylethyl 4-[4-(2-oxo-2H-3,1-benzoxazin-1(4H)-yl)piperidin-1-yl]benzoate). Solvent: FC(C(=O)O)(F)F (trifluoroacetic acid), ClCCl (dichloromethane). Conditions: time 1 hour. Product: CC(C)NC(C1=CC=C(C=C1)N1CCC(CC1)N1C(OCC2=C1C=CC=C2)=O)=O (N-(1-Methylethyl)-4-[4-(2-oxo-2H-3,1-benzoxazin-1(4H)-yl)piperidin-1-yl]benzamide). RXN SMILES: [O:1]=[C:2]1[O:7][CH2:6][C:5]2[CH:8]=[CH:9][CH:10]=[CH:11][C:4]=2[N:3]1[CH:12]1[CH2:17][CH2:16][N:15]([C:18]2[CH:30]=[CH:29][C:21]([C:22](OC(C)(C)C)=[O:23])=[CH:20][CH:19]=2)[CH2:14][CH2:13]1>FC(F)(F)C(O)=O.ClCCl>[CH3:5][CH:4]([NH:3][C:22](=[O:23])[C:21]1[CH:29]=[CH:30][C:18]([N:15]2[CH2:14][CH2:13][CH:12]([N:3]3[C:4]4[CH:11]=[CH:10][CH:9]=[CH:8][C:5]=4[CH2:6][O:7][C:2]3=[O:1])[CH2:17][CH2:16]2)=[CH:19][CH:20]=1)[CH3:11]. Procedure: A solution of the product from step (i) (0.29 g) in a mixture of trifluoroacetic acid (10 ml) and dichloromethane (10 ml) was stirred at room temperature for 1 h. The solution was evaporated under reduced pressure, the residue dissolved in N,N-dimethylformamide then bromo-tris-pyyrolidino-phosphonium hexafluorophosphate (0.16 g), isopropylamine (0.06 ml) and N,N-diisopropylethylamine (0.06 ml) added. The solution was stirred at room temperature for 16 h then evaporated under reduced pressure. Pu... Starting materials: CC(C(=O)O)c1ccc(CC(C(=O)O)C(C)C)cc1, O=S(=O)(O)O. Yields the product CC(C(=O)O)c1ccc2c(c1)CC(C(C)C)C2. RXN SMILES: [C:6]([OH:7])(=[O:8])[CH:9]([CH2:10][c:11]1[cH:12][cH:13][c:14]([CH:17]([C:18](=[O:19])[OH:20])[CH3:21])[cH:15][cH:16]1)[CH:22]([CH3:23])[CH3:24].[S:1](=[O:2])(=[O:3])([OH:4])[OH:5]>>[CH2:6]1[CH:9]([CH:22]([CH3:23])[CH3:24])[CH2:10][c:11]2[cH:12][cH:13][c:14]([CH:17]([C:18](=[O:19])[OH:20])[CH3:21])[cH:15][c:16]21.